This data is from the Open Reaction Database (ORD), a public repository of structured organic reaction records. The task is: describe an organic reaction: reactants, conditions, products, and yield The reactants are C(=O)(Cl)Cl (Phosgene), C1(CCCCC1)[C@H](C(=O)O)NCC(=O)OCC ((2R)-2-cyclohexyl-2-[(2-ethoxy-2-oxoethyl) amino]ethanoic acid). The solvent is O1CCCC1 (tetrahydrofuran). Run at time 45 minute. Product: C1(CCCCC1)[C@H]1N(C(OC1=O)=O)CC(=O)OCC (Ethyl 2-[(4R)-4-cyclohexyl-2,5-dioxo-1,3-oxazolidin-3-yl]acetate). The yield is 95.0%. As a reaction SMILES: [C:1](Cl)(Cl)=[O:2].[CH:5]1([C@@H:11]([NH:15][CH2:16][C:17]([O:19][CH2:20][CH3:21])=[O:18])[C:12]([OH:14])=[O:13])[CH2:10][CH2:9][CH2:8][CH2:7][CH2:6]1>O1CCCC1>[CH:5]1([C@@H:11]2[C:12](=[O:14])[O:13][C:1](=[O:2])[N:15]2[CH2:16][C:17]([O:19][CH2:20][CH3:21])=[O:18])[CH2:6][CH2:7][CH2:8][CH2:9][CH2:10]1. Reported procedure: Phosgene (28.9 kg, 291.9 mol) was added to (2R)-2-cyclohexyl-2-[(2-ethoxy-2-oxoethyl) amino]ethanoic acid (44.2 kg, 182 mol, obtained analogously to the method described in step (c) (Alternative A) above) in tetrahydrofuran (340 kg) at 40° C. over one hour. The reaction was deemed to be complete after a further hour. The mixture was concentrated at reduced pressure. The residue was diluted with tetrahydrofuran (272.6 kg) and the pH was adjusted at 0° C. to 6.5 with N-methylmorpholine (15.3 kg). ... Reactants: O=S(=O)(c1cccc(C(F)(F)F)c1)N(C1CC1)C1CCC2CN(Cc3ccccc3)CC21, CO, [OH-], [OH-], [Pd+2]. Yields the product O=S(=O)(c1cccc(C(F)(F)F)c1)N(C1CC1)C1CCC2CNCC21. RXN SMILES: [CH2:1]([c:2]1[cH:3][cH:4][cH:5][cH:6][cH:7]1)[N:8]1[CH2:9][CH:10]2[CH:11]([CH2:12]1)[CH:13]([N:16]([S:17](=[O:18])(=[O:19])[c:20]1[cH:21][c:22]([C:26]([F:27])([F:28])[F:29])[cH:23][cH:24][cH:25]1)[CH:30]1[CH2:31][CH2:32]1)[CH2:14][CH2:15]2.[CH3:36][OH:37].[OH-:33].[OH-:35].[Pd+2:34]>>[NH:8]1[CH2:9][CH:10]2[CH:11]([CH2:12]1)[CH:13]([N:16]([S:17](=[O:18])(=[O:19])[c:20]1[cH:21][c:22]([C:26]([F:27])([F:28])[F:29])[cH:23][cH:24][cH:25]1)[CH:30]1[CH2:31][CH2:32]1)[CH2:14][CH2:15]2. Solvent: CC(CC)=O (2-butanone). RXN SMILES: [OH:1][C:2]1[CH:7]=[CH:6][C:5]([C:8]2[CH:13]=[CH:12][C:11]([Br:14])=[CH:10][CH:9]=2)=[CH:4][CH:3]=1.C(=O)([O-])[O-].[K+].[K+].[CH3:21][C@@H:22]([CH2:27][CH3:28])[CH2:23][CH2:24][CH2:25]Br>CC(=O)CC>[CH3:21][C@@H:22]([CH2:27][CH3:28])[CH2:23][CH2:24][CH2:25][O:1][C:2]1[CH:3]=[CH:4][C:5]([C:8]2[CH:13]=[CH:12][C:11]([Br:14])=[CH:10][CH:9]=2)=[CH:6][CH:7]=1 |f:1.2.3|. Yield: 91.3%. Yields the product C[C@H](CCCOC1=CC=C(C=C1)C1=CC=C(C=C1)Br)CC ((S)-4-(4-methylhexyl)oxy-4'-bromobiphenyl). Reaction conditions: time 10 hour. Reported procedure: A reaction vessel was charged with 1.1 g of 4-hydroxy-4'-bromobiphenyl, 20 ml of 2-butanone, 1.2 g of potassium carbonate and 0.95 g of (S)-4-methylhexyl bromide, and the mixture was refluxed with stirring until TLC showed the disappearance of the starting materials. It took 10 hours for this. The reaction liquid was filtered to remove solids and the filtrate was concentrated. The residue was dried under reduced pressure to obtain 1.4 g (93%) of (S)-4-(4-methylhexyl)oxy-4'-bromobiphenyl. Reactants: OC1=CC=C(C=C1)C1=CC=C(C=C1)Br (4-hydroxy-4'-bromobiphenyl), C([O-])([O-])=O.[K+].[K+] (potassium carbonate), C[C@H](CCCBr)CC ((S)-4-methylhexyl bromide). Reactants: Cl (HCl), BrC1=CC=C(C=C1)Br (2,5-dibromobenzene), CN(C1CNCC1)C (3-(dimethylamino)-pyrrolidine), C(C)N(C(C)C)C(C)C (ethyldiisopropylamine). The solvent is C(CCC)O (n-butanol), O (water), CCOC(=O)C (EtOAc). The product is BrC=1C=CC(=NC1)N1CC(CC1)N(C)C ([1-(5-bromo-pyridin-2-yl)-pyrrolidin-3-yl]-dimethyl-amine). RXN SMILES: Br[C:2]1[CH:7]=[CH:6][C:5]([Br:8])=[CH:4]C=1.[CH3:9][N:10]([CH3:16])[CH:11]1[CH2:15][CH2:14][NH:13][CH2:12]1.C([N:19](C(C)C)C(C)C)C.Cl>C(O)CCC.CCOC(C)=O.O>[Br:8][C:5]1[CH:6]=[CH:7][C:2]([N:13]2[CH2:14][CH2:15][CH:11]([N:10]([CH3:16])[CH3:9])[CH2:12]2)=[N:19][CH:4]=1. Procedure details: A solution of 215 mg (0.88 mmol) 2,5-dibromobenzene, 100 mg (0.88 mmol) 3-(dimethylamino)-pyrrolidine and 0.60 mL (3.51 mmol) ethyldiisopropylamine in 0.5 mL n-butanol is stirred for 30 min in the microwave at 150° C. The solvent is eliminated i.vac. and the residue is taken up in 20 mL EtOAc and 10 mL water. The aqueous phase is acidified with 1 M HCl. The phases are separated and then the aqueous phase is made alkaline with 2 M Na2CO3 solution and extracted with 40 mL EtOAc. The organic phase ... Reactants: CO, COC(=O)c1ccc(C)cc1OC, ClI. Product: COC(=O)c1cc(I)c(C)cc1OC. RXN SMILES: [CH3:16][OH:17].[CH3:1][O:2][c:3]1[c:4]([C:5](=[O:6])[O:7][CH3:8])[cH:9][cH:10][c:11]([CH3:13])[cH:12]1.[I:14][Cl:15]>>[CH3:1][O:2][c:3]1[c:4]([C:5](=[O:6])[O:7][CH3:8])[cH:9][c:10]([I:14])[c:11]([CH3:13])[cH:12]1. Starting materials: COCCCc1nc2c(C(=O)OC)cccc2n1COCC[Si](C)(C)C, CC(C)C[AlH]CC(C)C, C1CCOC1. Yields the product COCCCc1nc2c(CO)cccc2n1COCC[Si](C)(C)C. Reaction SMILES: [CH3:10][O:11][CH2:12][CH2:13][CH2:14][c:15]1[n:16][c:17]2[c:18]([n:19]1[CH2:20][O:21][CH2:22][CH2:23][Si:24]([CH3:25])([CH3:26])[CH3:27])[cH:28][cH:29][cH:30][c:31]2[C:32](=[O:33])[O:34][CH3:35].[CH3:1][CH:2]([CH2:3][AlH:4][CH2:5][CH:6]([CH3:7])[CH3:8])[CH3:9].[O:36]1[CH2:37][CH2:38][CH2:39][CH2:40]1>>[CH3:10][O:11][CH2:12][CH2:13][CH2:14][c:15]1[n:16][c:17]2[c:18]([n:19]1[CH2:20][O:21][CH2:22][CH2:23][Si:24]([CH3:25])([CH3:26])[CH3:27])[cH:28][cH:29][cH:30][c:31]2[CH2:32][OH:33]. The reactants are BrCCBr (1,2-dibromoethane), ice water, C(C)(C)(C)O[K] (tBuOK), [N+](=O)([O-])C=1N=CNC1 (4-nitroimidazole). Solvent: CN(C)C=O (DMF), CN(C)C=O (DMF). Reaction conditions: time 3 hour. Yields the product [N+](=O)([O-])C=1N=CN(C1)CCN1C=NC(=C1)[N+](=O)[O-] (4-Nitro-1-(2-(4-nitro-1H-imidazol-1-yl)ethyl)-1H-imidazole). The yield is 45.0%. As a reaction SMILES: [C:1](O[K])([CH3:4])(C)C.[N+:7]([C:10]1[N:11]=[CH:12][NH:13][CH:14]=1)([O-:9])=[O:8].Br[CH2:16][CH2:17]Br>CN(C=O)C>[N+:7]([C:10]1[N:11]=[CH:12][N:13]([CH2:16][CH2:17][N:11]2[CH:4]=[C:1]([N+:7]([O-:9])=[O:8])[N:13]=[CH:12]2)[CH:14]=1)([O-:9])=[O:8]. Procedure: tBuOK (5 g, 44 mmol) was added in portions to a suspension of 4-nitroimidazole in anhydrous DMF (100 mL) at 0° C., then the reaction mixture was stirred at r. t. for 3 h, a solution of 1,2-dibromoethane in anhydrous DMF (20 mL) was added into the above mixture. The reaction solution was stirred at r. t. for 3 days, and was poured into ice-water (200 mL) for standing up for 2 h, then filtered. The filtered cake was washed with EtOH/CH2Cl2 (1/1) and dried to provide 64 (2.3 g, 45%) as off-white so...